This data is from the Open Reaction Database (ORD), a public repository of structured organic reaction records. The task is: describe an organic reaction: reactants, conditions, products, and yield The reactants are [Na] (sodium), ClC1=CC=C(C=C1)O (p-chlorophenol), BrC(CO)C (2-bromo-propanol). Solvent: C(C)(C)O (isopropanol). Reaction conditions: time 20 hour. Yields the product ClC1=CC=C(OC(CO)C)C=C1 (2-(4-chlorophenoxy)-propanol). As a reaction SMILES: [Na].[Cl:2][C:3]1[CH:8]=[CH:7][C:6]([OH:9])=[CH:5][CH:4]=1.Br[CH:11]([CH3:14])[CH2:12][OH:13]>C(O)(C)C>[Cl:2][C:3]1[CH:8]=[CH:7][C:6]([O:9][CH:11]([CH3:14])[CH2:12][OH:13])=[CH:5][CH:4]=1 |^1:0|. Procedure: 2.3 g. of sodium are dissolved in 170 ml. of absolute isopropanol, 12.85 g. of p-chlorophenol are introduced, 13.9 g. of 2-bromo-propanol are added dropwise and the mixture is boiled for 20 hours. The mixture is evaporated and worked up using water and ether to give 2-(4-chlorophenoxy)-propanol. The reactants are CC(C)(C)OC(=O)NC(Cc1ccccc1)C(O)CCl, CCO, [K+], [OH-]. Product: CC(C)(C)OC(=O)NC(Cc1ccccc1)C1CO1. As a reaction SMILES: [C:1]([CH3:2])([CH3:3])([CH3:4])[O:5][C:6]([NH:7][CH:8]([CH:9]([CH2:10][Cl:11])[OH:12])[CH2:13][c:14]1[cH:15][cH:16][cH:17][cH:18][cH:19]1)=[O:20].[CH3:23][CH2:24][OH:25].[K+:22].[OH-:21]>>[C:1]([CH3:2])([CH3:3])([CH3:4])[O:5][C:6]([NH:7][CH:8]([CH:9]1[CH2:10][O:12]1)[CH2:13][c:14]1[cH:15][cH:16][cH:17][cH:18][cH:19]1)=[O:20]. The reactants are C(C1=CC=CC=C1)(C1=CC=CC=C1)(C1=CC=CC=C1)NC=1SC=C(N1)C(C(=O)O)=NOC (2-(2-tritylamino-4-thiazolyl)-2-methoxyimino-acetic acid), CSCC=1CS[C@H]2N(C1C(=O)O)C(C2N)=O (3-methylthiomethyl-7-amino-ceph -3-eme-4-carboxylic acid), C(Cl)Cl (methylene chloride), anhydride. Product: CSCC=1CS[C@H]2N(C1C(=O)O)C(C2NC(C(=NOC)C=2N=C(SC2)NC(C2=CC=CC=C2)(C2=CC=CC=C2)C2=CC=CC=C2)=O)=O (3-methylthiomethyl-7-[2-(2 -tritylamino-4-thiazolyl)-2-methoxyimino-acetamido]-ceph-3-eme-4-carboxylic acid). Procedure: A mixture of 2.6 g of 3-methylthiomethyl-7-amino-ceph -3-eme-4-carboxylic acid, 26 ml of methylene chloride and 3 ml of triethylamine was stirred at 20° C. under an inert atmosphere and after cooling the mixture to -20° C., an acetone suspension of the mixed anhydride of Example 3 prepared from 6 g of the triethylamine salt of the syn isomer of 2-(2-tritylamino-4-thiazolyl)-2-methoxyimino-acetic acid was added thereto. The mixture was stirred for 2 hours at 0° C. and was then acidified with 1 ml... Reaction conditions: temperature 20 celsius. Run in C(C)(=O)O (acetic acid), C(C)N(CC)CC (triethylamine), C(C)N(CC)CC (triethylamine), CC(=O)C (acetone). As a reaction SMILES: [CH3:1][S:2][CH2:3][C:4]1[CH2:5][S:6][C@@H:7]2[CH:14]([NH2:15])[C:13](=[O:16])[N:8]2[C:9]=1[C:10]([OH:12])=[O:11].C(Cl)Cl.[C:20]([NH:39][C:40]1[S:41][CH:42]=[C:43]([C:45](=[N:49][O:50][CH3:51])[C:46](O)=[O:47])[N:44]=1)([C:33]1[CH:38]=[CH:37][CH:36]=[CH:35][CH:34]=1)([C:27]1[CH:32]=[CH:31][CH:30]=[CH:29][CH:28]=1)[C:21]1[CH:26]=[CH:25][CH:24]=[CH:23][CH:22]=1>C(O)(=O)C.C(N(CC)CC)C.CC(C)=O>[CH3:1][S:2][CH2:3][C:4]1[CH2:5][S:6][C@@H:7]2[CH:14]([NH:15][C:46](=[O:47])[C:45]([C:43]3[N:44]=[C:40]([NH:39][C:20]([C:27]4[CH:32]=[CH:31][CH:30]=[CH:29][CH:28]=4)([C:21]4[CH:22]=[CH:23][CH:24]=[CH:25][CH:26]=4)[C:33]4[CH:38]=[CH:37][CH:36]=[CH:35][CH:34]=4)[S:41][CH:42]=3)=[N:49][O:50][CH3:51])[C:13](=[O:16])[N:8]2[C:9]=1[C:10]([OH:12])=[O:11]. Reactants: C(CCC)C1=CC=C(C=C1)C#CC1=CC=C(C=O)C=C1 (4-[(4-butylphenyl)ethynyl]benzaldehyde), C(C)(=O)O.NCC1=CC2=C(OC(OC2=O)(C)C)C=C1 (6-(aminomethyl)-2,2-dimethyl-4H-1,3-benzodioxin-4-one acetate). Yields the product C(CCC)C1=CC=C(C=C1)C#CC1=CC=C(CNCC2=CC3=C(OC(OC3=O)(C)C)C=C2)C=C1 (6-[({4-[(4-butylphenyl)ethynyl]benzyl}amino)methyl]-2,2-dimethyl-4H-1,3-benzodioxin-4-one). Reaction SMILES: [CH2:1]([C:5]1[CH:10]=[CH:9][C:8]([C:11]#[C:12][C:13]2[CH:20]=[CH:19][C:16]([CH:17]=O)=[CH:15][CH:14]=2)=[CH:7][CH:6]=1)[CH2:2][CH2:3][CH3:4].C(O)(=O)C.[NH2:25][CH2:26][C:27]1[CH:39]=[CH:38][C:30]2[O:31][C:32]([CH3:37])([CH3:36])[O:33][C:34](=[O:35])[C:29]=2[CH:28]=1>>[CH2:1]([C:5]1[CH:10]=[CH:9][C:8]([C:11]#[C:12][C:13]2[CH:20]=[CH:19][C:16]([CH2:17][NH:25][CH2:26][C:27]3[CH:39]=[CH:38][C:30]4[O:31][C:32]([CH3:37])([CH3:36])[O:33][C:34](=[O:35])[C:29]=4[CH:28]=3)=[CH:15][CH:14]=2)=[CH:7][CH:6]=1)[CH2:2][CH2:3][CH3:4] |f:1.2|. Reported procedure: The titled compound was prepared following the procedure A using 4-[(4-butylphenyl)ethynyl]benzaldehyde and 6-(aminomethyl)-2,2-dimethyl-4H-1,3-benzodioxin-4-one acetate as a yellow oil (83%). 1H NMR (CDCl3, 300 MHz) δ 7.91 (s, 1H), 7.55 (m, 1H), 7.47 (d, J=7.9 Hz, 2H), 7.42 (d, J=7.9 Hz, 2H), 7.30 (d, J=8.3 Hz, 2H), 7.14 (m, 2H), 6.92 (d, J=8.3 Hz, 1H), 3.80 (s, 2H), 3.77 (s, 2H), 2.61 (m, 2H), 1.72 (s, 6H), 1.65-1.54 (m, 2H), 1.43-1.10 (m, 2H), 0.92 (m, 3H). M+ (ESI): 454.4. HPLC, Rt: 4.23 min... Starting materials: COC=1C=C(C=C(C1OC)OC)C1=NC=CC(=C1)CN1CCC(CC1)=O (1-[[2-(3,4,5-trimethoxyphenyl)pyridin-4-yl]methyl]-4-pieridone), C1(CCCCC1)N (cyclohexylamine). The product is C1(CCCCC1)NC1CCN(CC1)CC1=CC(=NC=C1)C1=CC(=C(C(=C1)OC)OC)OC (4-(Cyclohexylamino)-1-[[2-(3,4,5-trimethoxyphenyl)pyridin-4-yl]methyl]piperidine). RXN SMILES: [CH3:1][O:2][C:3]1[CH:4]=[C:5]([C:13]2[CH:18]=[C:17]([CH2:19][N:20]3[CH2:25][CH2:24][C:23](=O)[CH2:22][CH2:21]3)[CH:16]=[CH:15][N:14]=2)[CH:6]=[C:7]([O:11][CH3:12])[C:8]=1[O:9][CH3:10].[CH:27]1([NH2:33])[CH2:32][CH2:31][CH2:30][CH2:29][CH2:28]1>>[CH:27]1([NH:33][CH:23]2[CH2:22][CH2:21][N:20]([CH2:19][C:17]3[CH:16]=[CH:15][N:14]=[C:13]([C:5]4[CH:4]=[C:3]([O:2][CH3:1])[C:8]([O:9][CH3:10])=[C:7]([O:11][CH3:12])[CH:6]=4)[CH:18]=3)[CH2:25][CH2:24]2)[CH2:32][CH2:31][CH2:30][CH2:29][CH2:28]1. Reported procedure: 1-[[2-(3,4,5-trimethoxyphenyl)pyridin-4-yl]methyl]-4-pieridone (400 mg) and cyclohexylamine (134 mg) were reacted in the same manner as described in Preparation Example 37 to give the title compound. The reactants are [Si](C1=CC=CC=C1)(C1=CC=CC=C1)(C(C)(C)C)OCC1=CC=C(C(=C1N1C[C@H](O[C@@H](C1)C)C)F)F ((2R,6R)-4-(6-((tert-butyldiphenylsilyloxy)methyl)-2,3-difluorophenyl)-2,6-dimethylmorpholine), C1CCOC1 (THF), [Si](C1=CC=CC=C1)(C1=CC=CC=C1)(C(C)(C)C)OCC1=CC=C(C(=C1N1C[C@H](O[C@@H](C1)C)C)F)F ((2R,6R)-4-(6-((tert-butyldiphenylsilyloxy)methyl)-2,3-difluorophenyl)-2,6-dimethylmorpholine), CON(C(=O)C=1SC=CN1)C (N-methoxy-N-methylthiazole-2-carboxamide). Run in CC(C)(C)OC (MTBE). Yields the product [Si](C1=CC=CC=C1)(C1=CC=CC=C1)(C(C)(C)C)OCC=1C(=C(C(=C(C1)C(=O)C=1SC=CN1)F)F)N1C[C@H](O[C@@H](C1)C)C ((5-((tert-butyldiphenylsilyloxy)methyl)-4-((2R,6R)-2,6-dimethylmorpholino)-2,3-difluorophenyl)(thiazol-2-yl)methanone). RXN SMILES: [Si:1]([O:18][CH2:19][C:20]1[C:25]([N:26]2[CH2:31][C@@H:30]([CH3:32])[O:29][C@H:28]([CH3:33])[CH2:27]2)=[C:24]([F:34])[C:23]([F:35])=[CH:22][CH:21]=1)([C:14]([CH3:17])([CH3:16])[CH3:15])([C:8]1[CH:13]=[CH:12][CH:11]=[CH:10][CH:9]=1)[C:2]1[CH:7]=[CH:6][CH:5]=[CH:4][CH:3]=1.CON(C)[C:39]([C:41]1[S:42][CH:43]=[CH:44][N:45]=1)=[O:40].C1COCC1>CC(OC)(C)C>[Si:1]([O:18][CH2:19][C:20]1[C:25]([N:26]2[CH2:31][C@@H:30]([CH3:32])[O:29][C@H:28]([CH3:33])[CH2:27]2)=[C:24]([F:34])[C:23]([F:35])=[C:22]([C:39]([C:41]2[S:42][CH:43]=[CH:44][N:45]=2)=[O:40])[CH:21]=1)([C:14]([CH3:16])([CH3:17])[CH3:15])([C:2]1[CH:7]=[CH:6][CH:5]=[CH:4][CH:3]=1)[C:8]1[CH:13]=[CH:12][CH:11]=[CH:10][CH:9]=1. Reported procedure: Starting materials (2R,6R)-4-(6-((tert-butyldiphenylsilyloxy)methyl)-2,3-difluorophenyl)-2,6-dimethylmorpholine (Intermediate 43) and N-methoxy-N-methylthiazole-2-carboxamide (MTBE was used as solvent instead of THF). Starting materials: CCO, CC1C(C=O)CC2CC1C2(C)C, [Co], [H][H], N. Yields the product CC1C(CN)CC2CC1C2(C)C. Reaction SMILES: [CH3:16][CH2:17][OH:18].[CH:3](=[O:4])[CH:5]1[CH:6]([CH3:14])[CH:7]2[C:8]([CH3:12])([CH3:13])[CH:9]([CH2:10]1)[CH2:11]2.[Co:19].[H:1][H:2].[NH3:15]>>[CH2:3]([CH:5]1[CH:6]([CH3:14])[CH:7]2[C:8]([CH3:12])([CH3:13])[CH:9]([CH2:10]1)[CH2:11]2)[NH2:15]. The reactants are CC1(OB(OC1(C)C)C=1C(=NC=CC1)NC(OC(C)(C)C)=O)C (tert-butyl 3-(4,4,5,5-tetramethyl-1,3,2-dioxaborolan-2-yl)pyridin-2-ylcarbamate), BrC=1C(=NC=CC1)C#N (3-bromopicolinonitrile), tetrakis(triphenyl-phosphine)palladium, C([O-])([O-])=O.[Na+].[Na+] (sodium carbonate). Solvent: C1(=CC=CC=C1)C.C(C)O (toluene ethanol), CO (methanol). Yields the product C1=CC=NC=2C1=C1C=CC=NC1=C(N2)N (pyrido[3,2-f][1,7]naphthyridin-6-amine). RXN SMILES: CC1(C)C(C)(C)OB([C:9]2[C:10]([NH:15]C(=O)OC(C)(C)C)=[N:11][CH:12]=[CH:13][CH:14]=2)O1.Br[C:25]1[C:26]([C:31]#[N:32])=[N:27][CH:28]=[CH:29][CH:30]=1.C(=O)([O-])[O-].[Na+].[Na+]>C1(C)C=CC=CC=1.C(O)C.CO>[CH:14]1[C:9]2=[C:25]3[C:26](=[C:31]([NH2:32])[N:15]=[C:10]2[N:11]=[CH:12][CH:13]=1)[N:27]=[CH:28][CH:29]=[CH:30]3 |f:2.3.4,5.6|. Procedure: A solution of tert-butyl 3-(4,4,5,5-tetramethyl-1,3,2-dioxaborolan-2-yl)pyridin-2-ylcarbamate (1.0 eq.) and 3-bromopicolinonitrile (1.0 eq.), tetrakis(triphenyl-phosphine)palladium (5 mol %), and 2N aqueous sodium carbonate solution (2.0 eq.) in toluene/ethanol (2:1, 0.03 M) was stirred at 100° C. overnight. After cooling to ambient temperature, the reaction content was diluted with methanol. The insoluble solids were filtered off, and the filtrate was concentrated en vacuo to obtain a crude res... Reactants: CCO, [Na+], COC(=O)c1ccc(N2CCCS2(=O)=O)c(C)c1, [OH-]. Product: Cc1cc(C(=O)O)ccc1N1CCCS1(=O)=O. Reaction SMILES: [CH3:21][CH2:22][OH:23].[Na+:20].[O:1]=[S:2]1(=[O:18])[N:3]([c:7]2[c:8]([CH3:17])[cH:9][c:10]([C:11](=[O:12])[O:13][CH3:14])[cH:15][cH:16]2)[CH2:4][CH2:5][CH2:6]1.[OH-:19]>>[O:1]=[S:2]1(=[O:18])[N:3]([c:7]2[c:8]([CH3:17])[cH:9][c:10]([C:11](=[O:12])[OH:13])[cH:15][cH:16]2)[CH2:4][CH2:5][CH2:6]1.